describe an organic reaction: reactants, conditions, products, and yield From a dataset of the Open Reaction Database (ORD), a public repository of structured organic reaction records. Run in CO (methanol). The reactants are C(C1=CC=CC=C1)(=O)C1CC(OC1)=O (4-benzoyl-dihydro-furan-2-one). RXN SMILES: [C:1]([CH:9]1[CH2:13][O:12][C:11](=[O:14])[CH2:10]1)(=O)[C:2]1[CH:7]=[CH:6][CH:5]=[CH:4][CH:3]=1>CO.[Pd](Cl)Cl>[CH2:1]([CH:9]1[CH2:13][O:12][C:11](=[O:14])[CH2:10]1)[C:2]1[CH:7]=[CH:6][CH:5]=[CH:4][CH:3]=1. Reagents/catalysts: [Pd](Cl)Cl (palladium chloride). Reaction conditions: time 3 hour. Procedure details: To a solution of 4-benzoyl-dihydro-furan-2-one (5 g) in methanol (250 mL) in a Parr® reactor is added palladium chloride (0.25 g). The mixture is shaken under hydrogen (50 PSI) for 3 h. The mixture is filtered through a pad of Celite® (40 g) and the filtrate concentrated. The residue is chromatographed on SiO2 (10% ethyl acetate/hexanes, then 30% ethyl acetate/hexanes) to yield the title compound, (2.5 g, 34% from 3-benzoylpropionic acid), as a colorless liquid. The product is ethyl acetate hexanes, C(C1=CC=CC=C1)C1CC(OC1)=O (4-Benzyl-dihydro-furan-2-one). The yield is 54.0%. The reactants are CN1CC2=C(NC=3C=CC(=CC23)C)CC1 (2,8-dimethyl-2,3,4,5-tetrahydro-1H-pyrido[4,3-b]indole), [OH-].[K+] (KOH), BrCC(=O)C1=CC=C(C=C1)F (2-bromo-1-(4-fluorophenyl)ethanone). Run in CN1CCCC1=O (NMP), CN1CCCC1=O (NMP), O (water). Run at time 20 minute. The product is CN1CC2=C(N(C=3C=CC(=CC23)C)CC(=O)C2=CC=C(C=C2)F)CC1 (2-(2,8-dimethyl-3,4-dihydro-1H-pyrido[4,3-b]indol-5(2H)-yl)-1-(4-fluorophenyl)ethanone). The yield is 11.1%. Reaction SMILES: [CH3:1][N:2]1[CH2:15][CH2:14][C:5]2[NH:6][C:7]3[CH:8]=[CH:9][C:10]([CH3:13])=[CH:11][C:12]=3[C:4]=2[CH2:3]1.[OH-].[K+].Br[CH2:19][C:20]([C:22]1[CH:27]=[CH:26][C:25]([F:28])=[CH:24][CH:23]=1)=[O:21]>CN1C(=O)CCC1.O>[CH3:1][N:2]1[CH2:15][CH2:14][C:5]2[N:6]([CH2:19][C:20]([C:22]3[CH:27]=[CH:26][C:25]([F:28])=[CH:24][CH:23]=3)=[O:21])[C:7]3[CH:8]=[CH:9][C:10]([CH3:13])=[CH:11][C:12]=3[C:4]=2[CH2:3]1 |f:1.2|. Reported procedure: To a solution of 2,8-dimethyl-2,3,4,5-tetrahydro-1H-pyrido[4,3-b]indole (7 g, 0.032 mol) in 3 mL of NMP, KOH (12.7 g, 0.226 mol) was added at RT. The reaction mixture was stirred well at RT for 20 min. Then a solution of 2-bromo-1-(4-fluorophenyl)ethanone (6.5 g, 0.032 mol) in 2 mL NMP was added dropwise into the reaction mixture at RT over 2-4 h. The reaction was monitored by LCMS and TLC. The reaction mixture was diluted with water and extracted with EtOAc. The organic layer was dried over sod... The reactants are Nc1ccc2c(c1)C(=Cc1c[nH]c3ncccc13)C(=O)N2, CS(=O)(=O)Cl, c1ccncc1. Yields the product CS(=O)(=O)Nc1ccc2c(c1)C(=Cc1c[nH]c3ncccc13)C(=O)N2. As a reaction SMILES: [NH2:1][c:2]1[cH:3][c:4]2[c:8]([cH:9][cH:10]1)[NH:7][C:6](=[O:11])[C:5]2=[CH:12][c:13]1[cH:14][nH:15][c:16]2[n:17][cH:18][cH:19][cH:20][c:21]12.[S:22](=[O:23])(=[O:24])([CH3:25])[Cl:26].[cH:27]1[cH:28][cH:29][n:30][cH:31][cH:32]1>>[NH:1]([c:2]1[cH:3][c:4]2[c:8]([cH:9][cH:10]1)[NH:7][C:6](=[O:11])[C:5]2=[CH:12][c:13]1[cH:14][nH:15][c:16]2[n:17][cH:18][cH:19][cH:20][c:21]12)[S:22](=[O:23])(=[O:24])[CH3:25].